This data is from the Open Reaction Database (ORD), a public repository of structured organic reaction records. The task is: describe an organic reaction: reactants, conditions, products, and yield Starting materials: N1(C(CCCC1)=O)[C@H](C(=O)OC)C(C)C (Methyl 2(S)-(piperidin-2-on-1-yl)-3-methylbutanoate), [OH-].[Na+] (NaOH). The solvent is CO (methanol). Conditions: time 8 hour. Product: N1(C(CCCC1)=O)[C@H](C(=O)O)C(C)C (2(S)-(Piperidin-2-on-1-yl)-3-methylbutanoic acid). Reaction SMILES: [N:1]1([C@@H:8]([CH:13]([CH3:15])[CH3:14])[C:9]([O:11]C)=[O:10])[CH2:6][CH2:5][CH2:4][CH2:3][C:2]1=[O:7].[OH-].[Na+]>CO>[N:1]1([C@@H:8]([CH:13]([CH3:15])[CH3:14])[C:9]([OH:11])=[O:10])[CH2:6][CH2:5][CH2:4][CH2:3][C:2]1=[O:7] |f:1.2|. Reported procedure: The product of Step B was dissolved in 4 mL of methanol and 0.85 mL of 1N NaOH was added. The mixture was stirred overnight and the solvent was evaporated. The residue was dissolved in water, filtered and acidified. Ethyl acetate extraction and standard workup gave 30 mg of the title compound. Solvent: C(Cl)Cl (CH2Cl2). Procedure: Using General Procedure B: Reaction of (4-Amino-butyl)-methyl-carbamic acid tert-butyl ester and 3,5-dimethyl-pyridine-2-carbaldehyde with NaBH(OAc)3 in CH2Cl2 gave {4-[(3,5-Dimethyl-pyridin-2-ylmethyl)-amino]-butyl}-methyl-carbamic acid tert-butyl ester as a colorless oil. Reaction SMILES: [C:1]([O:5][C:6](=[O:14])[N:7]([CH2:9][CH2:10][CH2:11][CH2:12][NH2:13])[CH3:8])([CH3:4])([CH3:3])[CH3:2].[CH3:15][C:16]1[C:17]([CH:23]=O)=[N:18][CH:19]=[C:20]([CH3:22])[CH:21]=1.[BH-](OC(C)=O)(OC(C)=O)OC(C)=O.[Na+]>C(Cl)Cl>[C:1]([O:5][C:6](=[O:14])[N:7]([CH2:9][CH2:10][CH2:11][CH2:12][NH:13][CH2:23][C:17]1[C:16]([CH3:15])=[CH:21][C:20]([CH3:22])=[CH:19][N:18]=1)[CH3:8])([CH3:4])([CH3:2])[CH3:3] |f:2.3|. The reactants are C(C)(C)(C)OC(N(C)CCCCN)=O ((4-Amino-butyl)-methyl-carbamic acid tert-butyl ester), CC=1C(=NC=C(C1)C)C=O (3,5-dimethyl-pyridine-2-carbaldehyde), [BH-](OC(=O)C)(OC(=O)C)OC(=O)C.[Na+] (NaBH(OAc)3). The product is C(C)(C)(C)OC(N(C)CCCCNCC1=NC=C(C=C1C)C)=O ({4-[(3,5-Dimethyl-pyridin-2-ylmethyl)-amino]-butyl}-methyl-carbamic acid tert-butyl ester).